This data is from the Open Reaction Database (ORD), a public repository of structured organic reaction records. The task is: describe an organic reaction: reactants, conditions, products, and yield The reactants are COC(=O)C(=O)Nc1cc(Cl)c(N2CCOCC2)c(Cl)c1, NNC(=O)C(=O)Nc1ccc(N2CCOCC2)cc1. Product: NNC(=O)C(=O)Nc1cc(Cl)c(N2CCOCC2)c(Cl)c1. Reaction SMILES: [Cl:20][c:21]1[cH:22][c:23]([NH:34][C:35]([C:36](=[O:37])[O:38][CH3:39])=[O:40])[cH:24][c:25]([Cl:33])[c:26]1[N:27]1[CH2:28][CH2:29][O:30][CH2:31][CH2:32]1.[NH:1]([NH2:2])[C:3](=[O:4])[C:5]([NH:6][c:7]1[cH:8][cH:9][c:10]([N:11]2[CH2:12][CH2:13][O:14][CH2:15][CH2:16]2)[cH:17][cH:18]1)=[O:19]>>[NH:1]([NH2:2])[C:36]([C:35]([NH:34][c:23]1[cH:22][c:21]([Cl:20])[c:26]([N:27]2[CH2:28][CH2:29][O:30][CH2:31][CH2:32]2)[c:25]([Cl:33])[cH:24]1)=[O:40])=[O:37]. Starting materials: COc1ccccc1C1CC(O)CCN1C(=O)OC(C)(C)C, CI, [H-], [Na+], CN(C)C=O. Yields the product COc1ccccc1C1CC(OC)CCN1C(=O)OC(C)(C)C. As a reaction SMILES: [C:1]([CH3:2])([CH3:3])([CH3:4])[O:5][C:6](=[O:7])[N:8]1[CH:9]([c:15]2[c:16]([O:21][CH3:22])[cH:17][cH:18][cH:19][cH:20]2)[CH2:10][CH:11]([OH:14])[CH2:12][CH2:13]1.[CH3:23][I:24].[H-:26].[Na+:25].[O:27]=[CH:28][N:29]([CH3:30])[CH3:31]>>[C:1]([CH3:2])([CH3:3])([CH3:4])[O:5][C:6](=[O:7])[N:8]1[CH:9]([c:15]2[c:16]([O:21][CH3:22])[cH:17][cH:18][cH:19][cH:20]2)[CH2:10][CH:11]([O:14][CH3:23])[CH2:12][CH2:13]1.